From a dataset of the Open Reaction Database (ORD), a public repository of structured organic reaction records. describe an organic reaction: reactants, conditions, products, and yield Starting materials: N1N=CN=C1 (1,2,4-triazole), ClC=1N=C(C2=C(N1)SC(=C2C)C)NCC2=CC=C(C=C2)F (2-chloro-5,6-dimethyl-4-(4-fluorobenzylamino)-thieno-[2,3-d]-pyrimidine). Yields the product N1(N=CN=C1)C=1N=C(C2=C(N1)SC(=C2C)C)NCC2=CC=C(C=C2)F (2-(1,2,4-triazol-1-yl)-5,6-dimethyl-4-(4-fluorobenzylamino)-thieno-[2,3-d]-pyrimidine). Reaction SMILES: [NH:1]1[CH:5]=[N:4][CH:3]=[N:2]1.Cl[C:7]1[N:8]=[C:9]([NH:18][CH2:19][C:20]2[CH:25]=[CH:24][C:23]([F:26])=[CH:22][CH:21]=2)[C:10]2[C:15]([CH3:16])=[C:14]([CH3:17])[S:13][C:11]=2[N:12]=1>>[N:1]1([C:7]2[N:8]=[C:9]([NH:18][CH2:19][C:20]3[CH:25]=[CH:24][C:23]([F:26])=[CH:22][CH:21]=3)[C:10]3[C:15]([CH3:16])=[C:14]([CH3:17])[S:13][C:11]=3[N:12]=2)[CH:5]=[N:4][CH:3]=[N:2]1. Procedure: Following the procedure of Example 97, the reaction of 1,2,4-triazole with 2-chloro-5,6-dimethyl-4-(4-fluorobenzylamino)-thieno-[2,3-d]-pyrimidine gives 2-(1,2,4-triazol-1-yl)-5,6-dimethyl-4-(4-fluorobenzylamino)-thieno-[2,3-d]-pyrimidine. RXN SMILES: [F:1][C:2]1[C:7]([F:8])=[C:6]([F:9])[CH:5]=[CH:4][C:3]=1[NH:10][C:11](=S)[S-:12].C([NH+](CC)CC)C.ClC(OCC)=O.C(Cl)(Cl)Cl.C(Cl)Cl>C(N(CC)CC)C>[F:1][C:2]1[C:7]([F:8])=[C:6]([F:9])[CH:5]=[CH:4][C:3]=1[N:10]=[C:11]=[S:12] |f:0.1|. Solvent: C(C)N(CC)CC (triethylamine). Product: FC1=C(C=CC(=C1F)F)N=C=S (2,3,4-trifluorophenylisothiocyanate). Starting materials: FC1=C(C=CC(=C1F)F)NC([S-])=S.C(C)[NH+](CC)CC (triethylammonium N-(2,3,4-trifluorophenyl)dithiocarbamate), ClC(=O)OCC (ethyl chloroformate), C(Cl)(Cl)Cl (chloroform), C(Cl)Cl (methylene chloride). Reported procedure: That is, first 2,3,4-trifluoroaniline (V) is reacted with carbon disulfide in the presence of triethylamine to produce triethylammonium N-(2,3,4-trifluorophenyl)dithiocarbamate (VI). Then the compound (VI) is reacted with ethyl chloroformate in an organic solvent such as chloroform or methylene chloride in the presence of triethylamine to give 2,3,4-trifluorophenylisothiocyanate (VII). The compound (VII) is then reacted with di(lower alkyl) malonate sodium salt, which is prepared from di(lower a... The reactants are CCCCCCc1nc(-c2ccc(C)cc2)sc1CCC(=O)c1ccc(CCC(=O)OC)c(C)c1, CCO, Cl, [Li+], [OH-], O, O. Product: CCCCCCc1nc(-c2ccc(C)cc2)sc1CCC(=O)c1ccc(CCC(=O)O)c(C)c1. RXN SMILES: [CH2:1]([CH2:2][CH2:3][CH2:4][CH2:5][CH3:6])[c:7]1[n:8][c:9](-[c:29]2[cH:30][cH:31][c:32]([CH3:35])[cH:33][cH:34]2)[s:10][c:11]1[CH2:12][CH2:13][C:14](=[O:15])[c:16]1[cH:17][c:18]([CH3:28])[c:19]([CH2:22][CH2:23][C:24](=[O:25])[O:26][CH3:27])[cH:20][cH:21]1.[CH3:40][CH2:41][OH:42].[ClH:39].[Li+:38].[OH-:37].[OH2:36].[OH2:43]>>[CH2:1]([CH2:2][CH2:3][CH2:4][CH2:5][CH3:6])[c:7]1[n:8][c:9](-[c:29]2[cH:30][cH:31][c:32]([CH3:35])[cH:33][cH:34]2)[s:10][c:11]1[CH2:12][CH2:13][C:14](=[O:15])[c:16]1[cH:17][c:18]([CH3:28])[c:19]([CH2:22][CH2:23][C:24](=[O:25])[OH:26])[cH:20][cH:21]1. Starting materials: [BH4-], CC(C)(C)OC(=O)N1CCC(=O)CC1, CN, CCO, CC(C)[O-], CC(C)[O-], CC(C)[O-], CC(C)[O-], [Na+], O, [Ti+4]. Yields the product CNC1CCN(C(=O)OC(C)(C)C)CC1. RXN SMILES: [BH4-:17].[C:1]([CH3:2])([CH3:3])([CH3:4])[O:5][C:6](=[O:7])[N:8]1[CH2:9][CH2:10][C:11](=[O:14])[CH2:12][CH2:13]1.[CH3:15][NH2:16].[CH3:20][CH2:21][OH:22].[CH3:23][CH:24]([CH3:25])[O-:26].[CH3:28][CH:29]([CH3:30])[O-:31].[CH3:32][CH:33]([CH3:34])[O-:35].[CH3:36][CH:37]([CH3:38])[O-:39].[Na+:18].[OH2:19].[Ti+4:27]>>[C:1]([CH3:2])([CH3:3])([CH3:4])[O:5][C:6](=[O:7])[N:8]1[CH2:9][CH2:10][CH:11]([NH:16][CH3:15])[CH2:12][CH2:13]1. The reactants are CCc1ccc(Cc2cc(Br)c(OCCO)cc2Cl)cc1, C=CCBr, [H-], [Na+], CN(C)C=O. The product is C=CCOCCOc1cc(Cl)c(Cc2ccc(CC)cc2)cc1Br. As a reaction SMILES: [Br:1][c:2]1[c:3]([O:4][CH2:5][CH2:6][OH:7])[cH:8][c:9]([Cl:21])[c:10]([CH2:12][c:13]2[cH:14][cH:15][c:16]([CH2:19][CH3:20])[cH:17][cH:18]2)[cH:11]1.[CH2:24]([CH:25]=[CH2:26])[Br:27].[H-:23].[Na+:22].[O:28]=[CH:29][N:30]([CH3:31])[CH3:32]>>[Br:1][c:2]1[c:3]([O:4][CH2:5][CH2:6][O:7][CH2:26][CH:25]=[CH2:24])[cH:8][c:9]([Cl:21])[c:10]([CH2:12][c:13]2[cH:14][cH:15][c:16]([CH2:19][CH3:20])[cH:17][cH:18]2)[cH:11]1. Starting materials: C(S(=O)(=O)[O-])(F)(F)F.[n+]1(ccccc1)F, n1c(nc2c(c1c1cnc(nc1)N)CCN2C1CC(C1)(F)F)N1CCOC[C@@H]1CO. The reagents and catalysts are c1ccc(cc1)-c2c3ccccc3cc4ccccc24 (9-Phenylanthracene). The solvent is C1CCOC1 (THF). Run at temperature 25 celsius, time 18 hour. Product: Nc1ncc(cn1)c2nc(nc3N(CCc23)C4CC(F)(F)C4)N5CCOC[C@@H]5CF. As a reaction SMILES: [NH2:1][c:2]1[n:7][cH:6][c:5]([c:8]2[c:16]([c:12]3[n:11][c:10]([N:23]4[C@@H:28]([CH2:29]O)[CH2:27][O:26][CH2:25][CH2:24]4)[n:9]2)[CH2:15][CH2:14][N:13]3[CH:17]5[CH2:22][C:19]([F:21])([F:20])[CH2:18]5)[cH:4][n:3]1.[O-]S(C(F)(F)[F:30])(=O)=O.F[n+]1ccccc1>>[NH2:1][c:2]1[n:7][cH:6][c:5]([c:8]2[c:16]([c:12]3[n:11][c:10]([N:23]4[C@@H:28]([CH2:29][F:30])[CH2:27][O:26][CH2:25][CH2:24]4)[n:9]2)[CH2:15][CH2:14][N:13]3[CH:17]5[CH2:22][C:19]([F:21])([F:20])[CH2:18]5)[cH:4][n:3]1.